From a dataset of the Open Reaction Database (ORD), a public repository of structured organic reaction records. describe an organic reaction: reactants, conditions, products, and yield Reactants: O (water), FC(C1=NC(=C(C(=C1C(=O)OC)CC(C)C)S)C(F)(F)F)F (methyl 2-(difluoromethyl)-4-isobutyl-5-mercapto-6-(trifluoromethyl)-3-pyridinecarboxylate), C(C)(C)(C)C1=CC=C(C=C1)S (4-t-butylbenzenethiol), BrBr (bromine). The solvent is C(C)(=O)O (acetic acid). Run at time 1 hour. The product is C(C)(C)(C)C1=CC=C(C=C1)SSC=1C(=C(C(=NC1C(F)(F)F)C(F)F)C(=O)OC)CC(C)C (Methyl 5-(4-t-Butylphenyldithio)-2-(difluoromethyl)-4-(2-methylpropyl)-6-(trifluoromethyl)-3-pyridinecarboxylate). Reaction SMILES: [F:1][CH:2]([F:22])[C:3]1[C:8]([C:9]([O:11][CH3:12])=[O:10])=[C:7]([CH2:13][CH:14]([CH3:16])[CH3:15])[C:6]([SH:17])=[C:5]([C:18]([F:21])([F:20])[F:19])[N:4]=1.[C:23]([C:27]1[CH:32]=[CH:31][C:30]([SH:33])=[CH:29][CH:28]=1)([CH3:26])([CH3:25])[CH3:24].BrBr.O>C(O)(=O)C>[C:23]([C:27]1[CH:28]=[CH:29][C:30]([S:33][S:17][C:6]2[C:7]([CH2:13][CH:14]([CH3:16])[CH3:15])=[C:8]([C:9]([O:11][CH3:12])=[O:10])[C:3]([CH:2]([F:1])[F:22])=[N:4][C:5]=2[C:18]([F:21])([F:20])[F:19])=[CH:31][CH:32]=1)([CH3:26])([CH3:24])[CH3:25]. Procedure details: To a mixture of 100 mg of compound 7 and 48.6 mg of 4-t-butylbenzenethiol in 5 ml of acetic acid was added 23 mg of bromine. The reaction mixture was stirred for 1 h, poured into water and extracted with ether. The ether extract was washed with saturated sodium bicarbonate, dried over MgSO4 and concentrated in vacuo. The residue was purified by preparative TLC (9:1 Hexane: EtOAc) on silica gel to give the desired product. Starting materials: CN1C(C2N(C(C3=C1C=CC=C3)=O)CCC2)=O (10-methyl-2,3-dihydro-1H-pyrrolo[2,1-c][1,4]benzodiazapine-5,11(10H,11aH)-dione), [N+](=O)([O-])[O-].[K+] (potassium nitrate). Solvent: S(O)(O)(=O)=O (sulfuric acid). Reaction conditions: time 2 hour. The product is CN1C(C2N(C(C3=C1C=CC(=C3)[N+](=O)[O-])=O)CCC2)=O (10-Methyl-7-nitro-2,3-dihydro-1H-pyrrolo[2,1-c][1,4]benzodiazapine-5,11(10H,11aH)-dione). RXN SMILES: [CH3:1][N:2]1[C:8]2[CH:9]=[CH:10][CH:11]=[CH:12][C:7]=2[C:6](=[O:13])[N:5]2[CH2:14][CH2:15][CH2:16][CH:4]2[C:3]1=[O:17].[N+:18]([O-])([O-:20])=[O:19].[K+]>S(=O)(=O)(O)O>[CH3:1][N:2]1[C:8]2[CH:9]=[CH:10][C:11]([N+:18]([O-:20])=[O:19])=[CH:12][C:7]=2[C:6](=[O:13])[N:5]2[CH2:14][CH2:15][CH2:16][CH:4]2[C:3]1=[O:17] |f:1.2|. Procedure details: To 10-methyl-2,3-dihydro-1H-pyrrolo[2,1-c][1,4]benzodiazapine-5,11(10H,11aH)-dione (5.7 g, 24.7 mmol) in concentrated sulfuric acid (60 ml) at 0° C. was added potassium nitrate (2.62 g, 25.9 mmol). After stirring for 2 h the mixture was dumped onto ice (500 g) and extracted with ethyl acetate (5×75 ml). The combined extracts were washed with water, dried over magnesium sulfate, filtered, and concentrated to a solid which was recrystallized from ethyl acetate-hexane (5.2 g, 77%), m.p. 160-162° C. Reactants: CI (MeI), [N+](=O)([O-])C1=C(C=CC=C1)O (nitrophenol), ClC1=C(C=CC=C1[N+](=O)[O-])O (2-chloro-3-nitrophenol), C([O-])([O-])=O.[Cs+].[Cs+] (cesium carbonate). Solvent: CN(C)C=O (DMF). Conditions: time 8 hour. Product: ClC1=C(C=CC=C1[N+](=O)[O-])OC (2-chloro-3-nitroanisole). Isolated yield 98.0%. Reaction SMILES: [N+]([C:4]1C=CC=CC=1O)([O-])=O.[Cl:11][C:12]1[C:17]([N+:18]([O-:20])=[O:19])=[CH:16][CH:15]=[CH:14][C:13]=1[OH:21].C(=O)([O-])[O-].[Cs+].[Cs+].CI>CN(C=O)C>[Cl:11][C:12]1[C:17]([N+:18]([O-:20])=[O:19])=[CH:16][CH:15]=[CH:14][C:13]=1[O:21][CH3:4] |f:2.3.4|. Reported procedure: The nitrophenol starting material C2 (1.3 g; 7.49 mmol) was dissolved in DMF (10 mL) and to this solution was added ground cesium carbonate (2.92 g; 8.96 mmol), followed by MeI (1.4 mL; 22.5 mmol). The mixture was stirred at room temperature overnight. The DMF was evaporated in vacuo and the residue taken up in ether (150 mL), washed with water (150 mL), brine (4×100 mL), and then dried over (MgSO4). The organic phase was filtered and evaporated to afford the crude 2-chloro-3-nitroanisole C3 (98... Starting materials: [N+](=O)([O-])C1=C(C=CC(=C1)C(F)(F)F)S(=O)(=O)NC=1C=CC=C2C=CC=NC12 (2-nitro-N-quinolin-8-yl-4-trifluoromethyl-benzenesulfonamide), [N+](=O)([O-])C1=C(C=CC(=C1)C(F)(F)F)S(=O)(=O)NC=1C=CC=C2C=CC=NC12 (2-nitro-N-quinolin-8-yl-4-trifluoromethyl-benzenesulfonamide), O.O.[Sn](Cl)Cl (tin (II) chloride dihydrate). Product: NC1=C(C=CC(=C1)C(F)(F)F)S(=O)(=O)NC=1C=CC=C2C=CC=NC12 (2-Amino-N-quinolin-8-yl-4-trifluoromethyl-benzenesulfonamide). Yield: 70.7%. As a reaction SMILES: [N+:1]([C:4]1[CH:9]=[C:8]([C:10]([F:13])([F:12])[F:11])[CH:7]=[CH:6][C:5]=1[S:14]([NH:17][C:18]1[CH:19]=[CH:20][CH:21]=[C:22]2[C:27]=1[N:26]=[CH:25][CH:24]=[CH:23]2)(=[O:16])=[O:15])([O-])=O.O.O.[Sn](Cl)Cl>>[NH2:1][C:4]1[CH:9]=[C:8]([C:10]([F:12])([F:11])[F:13])[CH:7]=[CH:6][C:5]=1[S:14]([NH:17][C:18]1[CH:19]=[CH:20][CH:21]=[C:22]2[C:27]=1[N:26]=[CH:25][CH:24]=[CH:23]2)(=[O:15])=[O:16] |f:1.2.3|. Procedure: In a similar fashion using route 15 general procedure 29, 2-nitro-N-quinolin-8-yl-4-trifluoromethyl-benzenesulfonamide (Example Compound 32) (1.22 g, 3.07 mmol) and tin (II) chloride dihydrate (3.46 g, 15.4 mmol) gave the title compound (797 mg, 71%).